This data is from the Open Reaction Database (ORD), a public repository of structured organic reaction records. The task is: describe an organic reaction: reactants, conditions, products, and yield The reactants are C(C)[SiH](CC)CC (triethylsilane), CN1C[C@@H](C=C2C=3C=CC=C4NC=C(C[C@@H]12)C34)CSC ((5β,8β)-9,10-didehydro-6-methyl-8-(methylthiomethyl)ergoline). Solvent: C(=O)(C(F)(F)F)O (TFA). Reaction conditions: time 5 hour. The product is CN1C[C@@H](C=C2C=3C=CC=C4NC=C(C[C@@H]12)C34)CSC ((5β,8β)-9,10-didehydro-6-methyl-8-(methylthiomethyl)ergoline), CN1C[C@@H](C=C2C=3C=CC=C4NC[C@@H](C[C@@H]12)C34)CSC ((3β,5β,8β)-9,10-Didehydro-2,3-dihydro-6-methyl-8-(methylthiomethyl) ergoline). Isolated yield 85.8%. As a reaction SMILES: C([SiH](CC)CC)C.[CH3:8][N:9]1[C@H:23]2[C:13]([C:14]3[CH:15]=[CH:16][CH:17]=[C:18]4[C:24]=3[C:21]([CH2:22]2)=[CH:20][NH:19]4)=[CH:12][C@@H:11]([CH2:25][S:26][CH3:27])[CH2:10]1>C(O)(C(F)(F)F)=O>[CH3:8][N:9]1[C@H:23]2[C:13]([C:14]3[CH:15]=[CH:16][CH:17]=[C:18]4[C:24]=3[C:21]([CH2:22]2)=[CH:20][NH:19]4)=[CH:12][C@@H:11]([CH2:25][S:26][CH3:27])[CH2:10]1.[CH3:8][N:9]1[C@H:23]2[C:13]([C:14]3[CH:15]=[CH:16][CH:17]=[C:18]4[C:24]=3[C@H:21]([CH2:22]2)[CH2:20][NH:19]4)=[CH:12][C@@H:11]([CH2:25][S:26][CH3:27])[CH2:10]1. Procedure details: (5β,8β)-9,10-didehydro-6-methyl-8-(methylthiomethyl)ergoline was prepared according to the method of Kornfeld et al. in U.S. Pat. No. 3,901,894. Following procedures essentially as described in Example 1, a mixture of 20 ml of TFA, 5.24 g (45.1 mmol) of triethylsilane and 3.1 g (10.9 mmol) of (5β,8β)-9,10-didehydro-6-methyl-8-(methylthiomethyl)ergoline was stirred for 5 hours and gave 1.34 g of the title compound (42%) after HPLC and recrystallization from a mixture of diethyl ether/hexane, mp. ... Starting materials: CN(C1CCN(CC1)C=1C=C(C=2C=NN(C2C1)C(C)C)C(=O)O)C (6-[4-(dimethylamino)-1-piperidinyl]-1-(1-methylethyl)-1H-indazole-4-carboxylic acid), NCC=1C(NC(=CC1CCC)C)=O (3-(aminomethyl)-6-methyl-4-propyl-2(1H)-pyridinone), CN1CCOCC1 (N-methylmorpholine), ON1N=NC2=C1N=CC=C2 (1-hydroxy-7-azabenzotriazole), C(CCl)Cl (EDC). Run in CS(=O)C (DMSO). Run at time 48 hour. Product: CN(C1CCN(CC1)C=1C=C(C=2C=NN(C2C1)C(C)C)C(=O)NCC=1C(NC(=CC1CCC)C)=O)C (6-(4-(dimethylamino)piperidin-1-yl)-1-isopropyl-N-((6-methyl-2-oxo-4-propyl-1,2-dihydropyridin-3-yl)methyl)-1H-indazole-4-carboxamide). Isolated yield 67.0%. RXN SMILES: [CH3:1][N:2]([CH3:24])[CH:3]1[CH2:8][CH2:7][N:6]([C:9]2[CH:10]=[C:11]([C:21](O)=[O:22])[C:12]3[CH:13]=[N:14][N:15]([CH:18]([CH3:20])[CH3:19])[C:16]=3[CH:17]=2)[CH2:5][CH2:4]1.[NH2:25][CH2:26][C:27]1[C:28](=[O:37])[NH:29][C:30]([CH3:36])=[CH:31][C:32]=1[CH2:33][CH2:34][CH3:35].CN1CCOCC1.ON1C2N=CC=CC=2N=N1.C(Cl)CCl>CS(C)=O>[CH3:24][N:2]([CH3:1])[CH:3]1[CH2:4][CH2:5][N:6]([C:9]2[CH:10]=[C:11]([C:21]([NH:25][CH2:26][C:27]3[C:28](=[O:37])[NH:29][C:30]([CH3:36])=[CH:31][C:32]=3[CH2:33][CH2:34][CH3:35])=[O:22])[C:12]3[CH:13]=[N:14][N:15]([CH:18]([CH3:19])[CH3:20])[C:16]=3[CH:17]=2)[CH2:7][CH2:8]1. Procedure details: To a solution of 6-[4-(dimethylamino)-1-piperidinyl]-1-(1-methylethyl)-1H-indazole-4-carboxylic acid (34 mg, 0.103 mmol) in DMSO (1 mL) were added 3-(aminomethyl)-6-methyl-4-propyl-2(1H)-pyridinone (29.0 mg, 0.134 mmol), N-methylmorpholine (0.045 mL, 0.412 mmol), 1-hydroxy-7-azabenzotriazole (28.0 mg, 0.206 mmol) and EDC (39.5 mg, 0.206 mmol), and the mixture was stirred for 48 h. The mixture was purified using reverse-phase HPLC to afford the title compound as a pale yellow solid (34 mg). 1H NM... Starting materials: BrCc1ccccn1, Br, Cc1ccc(C(=O)c2c[nH]c3cc4c(cc3c2=O)OCO4)cc1C, CN(C)C=O, [H-], [Na+]. Product: Cc1ccc(C(=O)c2cn(Cc3ccccn3)c3cc4c(cc3c2=O)OCO4)cc1C. As a reaction SMILES: [Br:28][CH2:29][c:30]1[n:31][cH:32][cH:33][cH:34][cH:35]1.[BrH:27].[CH3:1][c:2]1[cH:3][c:4]([C:5](=[O:6])[c:7]2[cH:8][nH:9][c:10]3[cH:11][c:12]4[c:13]([cH:14][c:15]3[c:16]2=[O:17])[O:18][CH2:19][O:20]4)[cH:21][cH:22][c:23]1[CH3:24].[CH3:36][N:37]([CH3:38])[CH:39]=[O:40].[H-:25].[Na+:26]>>[CH3:1][c:2]1[cH:3][c:4]([C:5](=[O:6])[c:7]2[cH:8][n:9]([CH2:29][c:30]3[n:31][cH:32][cH:33][cH:34][cH:35]3)[c:10]3[cH:11][c:12]4[c:13]([cH:14][c:15]3[c:16]2=[O:17])[O:18][CH2:19][O:20]4)[cH:21][cH:22][c:23]1[CH3:24]. The reactants are NC1=C(C(=CC(=C1F)F)F)S (2-amino-3,4,6-trifluorothiophenol), C1(CCC(=O)O1)=O (succinic anhydride), C([O-])([O-])=O.[Na+].[Na+] (sodium carbonate), resultant mixture. The solvent is CN1CCCC1=O (NMP), CN1CCCC1=O (NMP). Conditions: temperature 100 celsius. The product is FC1=C(C=C(C2=C1N=C(S2)CCC(=O)O)F)F (3-(4,5,7-trifluorobenzothiazol-2-yl)propionic acid). The yield is 82.7%. RXN SMILES: [NH2:1][C:2]1[C:7]([F:8])=[C:6]([F:9])[CH:5]=[C:4]([F:10])[C:3]=1[SH:11].[C:12]1(=O)[O:17][C:15](=[O:16])[CH2:14][CH2:13]1.C(=O)([O-])[O-].[Na+].[Na+]>CN1C(=O)CCC1>[F:8][C:7]1[C:2]2[N:1]=[C:12]([CH2:13][CH2:14][C:15]([OH:17])=[O:16])[S:11][C:3]=2[C:4]([F:10])=[CH:5][C:6]=1[F:9] |f:2.3.4|. Procedure: To a solution of 2-amino-3,4,6-trifluorothiophenol (1.79 g, 10 mmol) in NMP (5 ml) was added dropwise a solution of succinic anhydride (1.0 g, 10 mmol) in NMP (5 ml) at ambient temperature under a nitrogen stream and the mixture was heated to 100° C. for 1 hour. The resultant mixture was basified by dilution with aqueous sodium carbonate and washed with ether. The aqueous layer was acidified with 7% hydrochloric acid and extracted with ethyl acetate. The organic layer was washed with water, then... The reactants are O=C1N(C(C2=CC=CC=C12)=O)CCN1C(C(=C(C2=NC=C(C=C12)CC1=CC=C(C=C1)F)O)C(=O)OCC)=O (ethyl 1-[2-(1,3-dioxo-1,3-dihydro-2H-isoindol-2-yl)ethyl]-7-[(4-fluorophenyl)methyl]-4-hydroxy-2-oxo-1,2-dihydro-1,5-naphthyridine-3-carboxylate), NCCOCCO (2-[(2-aminoethyl)oxy]ethanol), amine. The solvent is CCO (EtOH). Product: O=C1N(C(C2=CC=CC=C12)=O)CCN1C(C(=C(C2=NC=C(C=C12)CC1=CC=C(C=C1)F)O)C(=O)NCCOCCO)=O (1-[2-(1,3-Dioxo-1,3-dihydro-2H-isoindol-2-yl)ethyl]-7-[(4-fluorophenyl)methyl]-4-hydroxy-N-{2-[(2-hydroxyethyl)oxy]ethyl}-2-oxo-1,2-dihydro-1,5-naphthyridine-3-carboxamide). RXN SMILES: [O:1]=[C:2]1[C:10]2[C:5](=[CH:6][CH:7]=[CH:8][CH:9]=2)[C:4](=[O:11])[N:3]1[CH2:12][CH2:13][N:14]1[C:23]2[C:18](=[N:19][CH:20]=[C:21]([CH2:24][C:25]3[CH:30]=[CH:29][C:28]([F:31])=[CH:27][CH:26]=3)[CH:22]=2)[C:17]([OH:32])=[C:16]([C:33](OCC)=[O:34])[C:15]1=[O:38].[NH2:39][CH2:40][CH2:41][O:42][CH2:43][CH2:44][OH:45]>CCO>[O:1]=[C:2]1[C:10]2[C:5](=[CH:6][CH:7]=[CH:8][CH:9]=2)[C:4](=[O:11])[N:3]1[CH2:12][CH2:13][N:14]1[C:23]2[C:18](=[N:19][CH:20]=[C:21]([CH2:24][C:25]3[CH:26]=[CH:27][C:28]([F:31])=[CH:29][CH:30]=3)[CH:22]=2)[C:17]([OH:32])=[C:16]([C:33]([NH:39][CH2:40][CH2:41][O:42][CH2:43][CH2:44][OH:45])=[O:34])[C:15]1=[O:38]. Reported procedure: A solution of ethyl 1-[2-(1,3-dioxo-1,3-dihydro-2H-isoindol-2-yl)ethyl]-7-[(4-fluorophenyl)methyl]-4-hydroxy-2-oxo-1,2-dihydro-1,5-naphthyridine-3-carboxylate (0.025 g, 0.049 mmol) in EtOH (1 mL) under nitrogen was treated with 2-[(2-aminoethyl)oxy]ethanol (0.0042 mL, 0.058 mmol) for 10 min.@150° C. in a microwave vessel. An additional 0.001 mL of the amine was added to the reaction and it was further microwaved for 20 min.@150° C. The reaction was then cooled to ambient temperature and the resu...